describe an organic reaction: reactants, conditions, products, and yield From a dataset of the Open Reaction Database (ORD), a public repository of structured organic reaction records. Reactants: ClC1=C(C=O)C(=CC=C1O)O (2-chloro-3,6-dihydroxy-benzaldehyde), Cl.NO (hydroxylamine hydrochloride), [OH-].[Na+] (NaOH). Solvent: CCO (EtOH), O (H2O). Run at time 8 hour. Product: ClC1=C(/C=N/O)C(=CC=C1O)O ((E)-2-chloro-3,6-dihydroxy-benzaldehyde oxime). Yield: 125.9%. RXN SMILES: [Cl:1][C:2]1[C:9]([OH:10])=[CH:8][CH:7]=[C:6]([OH:11])[C:3]=1[CH:4]=O.Cl.[NH2:13][OH:14].[OH-].[Na+]>CCO.O>[Cl:1][C:2]1[C:9]([OH:10])=[CH:8][CH:7]=[C:6]([OH:11])[C:3]=1/[CH:4]=[N:13]/[OH:14] |f:1.2,3.4|. Procedure: A mixture of 7A (25.0 g, 144.87 mmol), hydroxylamine hydrochloride (12.08 g, 173.84 mmol, 1.2 eq) and NaOH (8.69 g, 217.3 mmol, 1.5 eq) in EtOH (200 mL) and H2O (100 mL) was stirred at room temperature overnight. TLC monitored the reaction. After the reaction completed, the mixture was extracted with ethyl acetate and concentrated to give a yellow solid 7B (34.2 g, 100% yield). Starting materials: C(C(C(F)(Cl)Cl)(F)F)(F)F (HCFC-225cc), FC(CO)(C(F)F)F (2,2,3,3-tetrafluoro-1-propanol), [Cl-].C1(=CC=C(C=C1)S(=O)(=O)[O-])C (p-toluenesulfonate chloride), C(C(C(F)(Cl)Cl)(F)F)(F)F (HCFC-225cc), ClC(C(C(F)F)(F)F)(F)Cl (1,1-dichloro-1,2,2,3,3-pentafluoropropane). Yields the product FC(COS(=O)(=O)C1=CC=C(C=C1)C)(C(F)F)F (2,2,3,3-tetrafluoropropyl-p-toluenesulfonate). Reaction SMILES: [CH:1]([F:10])([F:9])[C:2]([F:8])([F:7])[C:3](Cl)(Cl)F.FC(F)(C(F)F)CO.[Cl-].[C:20]1([CH3:30])[CH:25]=[CH:24][C:23]([S:26]([O-:29])(=[O:28])=[O:27])=[CH:22][CH:21]=1>>[F:7][C:2]([F:8])([CH:1]([F:10])[F:9])[CH2:3][O:29][S:26]([C:23]1[CH:24]=[CH:25][C:20]([CH3:30])=[CH:21][CH:22]=1)(=[O:27])=[O:28] |f:2.3|. Reported procedure: Until HCFC-225cc becomes available in commercial quantities, HCFC-225cc may be prepared by a standard and well-known organic synthesis technique. For example, 1,1-dichloro-1,2,2,3,3-pentafluoropropane may be prepared by reacting 2,2,3,3-tetrafluoro-1-propanol and p-toluenesulfonate chloride to form 2,2,3,3-tetrafluoropropyl-p-toluenesulfonate. Next, the 2,2,3,3-tetrafluoropropyl-p-toluenesulfonate is reacted with potassium fluoride in N-methylpyrrolidone to form 1,1,2,2,3-pentafluoropropane. The... Starting materials: CCOC(=O)c1c[nH]c2c(Cl)ncnc12, CC1(C)OB(c2ccc(F)cc2OCC2CC2)OC1(C)C. Product: CCOC(=O)c1c[nH]c2c(-c3ccc(F)cc3OCC3CC3)ncnc12. RXN SMILES: [CH2:1]([CH3:2])[O:3][C:4](=[O:5])[c:6]1[cH:7][nH:8][c:9]2[c:10]1[n:11][cH:12][n:13][c:14]2[Cl:15].[CH:16]1([CH2:19][O:20][c:21]2[c:22]([B:28]3[O:29][C:30]([CH3:31])([CH3:32])[C:33]([CH3:34])([CH3:35])[O:36]3)[cH:23][cH:24][c:25]([F:27])[cH:26]2)[CH2:17][CH2:18]1>>[CH2:1]([CH3:2])[O:3][C:4](=[O:5])[c:6]1[cH:7][nH:8][c:9]2[c:10]1[n:11][cH:12][n:13][c:14]2-[c:22]1[c:21]([O:20][CH2:19][CH:16]2[CH2:17][CH2:18]2)[cH:26][c:25]([F:27])[cH:24][cH:23]1. Starting materials: OB(O)C1=CCCC1, O=C([O-])[O-], C1COCCO1, CC(C)(C)C(=O)c1c[nH]c2ncc(-c3ccnc(Cl)c3)nc12, [K+], [K+], O. Yields the product CC(C)(C)C(=O)c1c[nH]c2ncc(-c3ccnc(C4=CCCC4)c3)nc12. Reaction SMILES: [C:23]1([B:28]([OH:29])[OH:30])=[CH:24][CH2:25][CH2:26][CH2:27]1.[C:31](=[O:32])([O-:33])[O-:34].[CH2:37]1[O:38][CH2:39][CH2:40][O:41][CH2:42]1.[Cl:1][c:2]1[n:3][cH:4][cH:5][c:6](-[c:8]2[n:9][c:10]3[c:11]([n:12][cH:13]2)[nH:14][cH:15][c:16]3[C:17]([C:18]([CH3:19])([CH3:20])[CH3:21])=[O:22])[cH:7]1.[K+:35].[K+:36].[OH2:43]>>[c:2]1([C:23]2=[CH:24][CH2:25][CH2:26][CH2:27]2)[n:3][cH:4][cH:5][c:6](-[c:8]2[n:9][c:10]3[c:11]([n:12][cH:13]2)[nH:14][cH:15][c:16]3[C:17]([C:18]([CH3:19])([CH3:20])[CH3:21])=[O:22])[cH:7]1. Reactants: CS(C)=O, C[S-], N#Cc1cc(I)ccc1F, [Na+], O. Product: CSc1ccc(I)cc1C#N. RXN SMILES: [CH3:15][S:16]([CH3:17])=[O:18].[CH3:1][S-:2].[F:4][c:5]1[c:6]([C:7]#[N:8])[cH:9][c:10]([I:13])[cH:11][cH:12]1.[Na+:3].[OH2:14]>>[CH3:1][S:2][c:5]1[c:6]([C:7]#[N:8])[cH:9][c:10]([I:13])[cH:11][cH:12]1.